The task is: describe an organic reaction: reactants, conditions, products, and yield. This data is from the Open Reaction Database (ORD), a public repository of structured organic reaction records. Reactants: CON(C(=O)C=1N=C(OC1)C)C (N-methoxy-N,2-dimethyl-1,3-oxazole-4-carboxamide), C(C)(CC)[Li] (sec-Butyl lithium), [Si](C1=CC=CC=C1)(C1=CC=CC=C1)(C(C)(C)C)OCC1=CC=C(C(=C1N1C[C@H](O[C@H](C1)C)C)F)F ((2R,6S)-4-[6-({[tert-Butyl(diphenyl)silyl]oxy}methyl)-2,3-difluorophenyl]-2,6-dimethylmorpholine), [Si](C1=CC=CC=C1)(C1=CC=CC=C1)(C(C)(C)C)OCC1=CC=C(C(=C1N1C[C@H](O[C@H](C1)C)C)F)F ((2R,6S)-4-[6-({[tert-Butyl(diphenyl)silyl]oxy}methyl)-2,3-difluorophenyl]-2,6-dimethylmorpholine). The solvent is C1CCOC1 (THF), C1CCOC1 (THF). Reaction conditions: time 2 hour. Yields the product [Si](C1=CC=CC=C1)(C1=CC=CC=C1)(C(C)(C)C)OCC=1C(=C(C(=C(C1)C(=O)C=1N=C(OC1)C)F)F)N1C[C@H](O[C@H](C1)C)C ({5-({[tert-butyl(diphenyl)silyl]oxy}methyl)-4-[(2R,6S)-2,6-dimethylmorpholin-4-yl]-2,3-difluorophenyl}(2-methyl-1,3-oxazol-4-yl)methanone). Reaction SMILES: C([Li])(CC)C.[Si:6]([O:23][CH2:24][C:25]1[C:30]([N:31]2[CH2:36][C@H:35]([CH3:37])[O:34][C@H:33]([CH3:38])[CH2:32]2)=[C:29]([F:39])[C:28]([F:40])=[CH:27][CH:26]=1)([C:19]([CH3:22])([CH3:21])[CH3:20])([C:13]1[CH:18]=[CH:17][CH:16]=[CH:15][CH:14]=1)[C:7]1[CH:12]=[CH:11][CH:10]=[CH:9][CH:8]=1.CON(C)[C:44]([C:46]1[N:47]=[C:48]([CH3:51])[O:49][CH:50]=1)=[O:45]>C1COCC1>[Si:6]([O:23][CH2:24][C:25]1[C:30]([N:31]2[CH2:36][C@H:35]([CH3:37])[O:34][C@H:33]([CH3:38])[CH2:32]2)=[C:29]([F:39])[C:28]([F:40])=[C:27]([C:44]([C:46]2[N:47]=[C:48]([CH3:51])[O:49][CH:50]=2)=[O:45])[CH:26]=1)([C:19]([CH3:21])([CH3:22])[CH3:20])([C:7]1[CH:12]=[CH:11][CH:10]=[CH:9][CH:8]=1)[C:13]1[CH:18]=[CH:17][CH:16]=[CH:15][CH:14]=1. Procedure: sec-Butyl lithium (1.4 M in cyclohexane, 3.2 eq) was added to a stirred solution of (2R,6S)-4-[6-({[tert-butyl(diphenyl)silyl]oxy}methyl)-2,3-difluorophenyl]-2,6-dimethylmorpholine (Intermediate 3, 1.0 g, 2.02 mmol) in anhydrous THF (10 mL) at −78° C., and the mixture was stirred for 2 h. N-methoxy-N,2-dimethyl-1,3-oxazole-4-carboxamide (1.0 g, 6.46 mmol) in THF (5 mL) was added dropwise and stirring was continued for an additional 1 h. The reaction mixture was quenched with saturated ammonium c... The reactants are BrC=1C(=NC=CC1)F (3-bromo-2-fluoropyridine), CC(C)([O-])C.[K+] (potassium tert-butoxide). The solvent is O1CCCC1 (tetrahydrofuran). Reaction conditions: time 4 hour. The product is BrC=1C(=NC=CC1)OC(C)(C)C (3-bromo-2-tert-butoxypyridine). Reaction SMILES: [Br:1][C:2]1[C:3](F)=[N:4][CH:5]=[CH:6][CH:7]=1.[CH3:9][C:10]([CH3:13])([O-:12])[CH3:11].[K+]>O1CCCC1>[Br:1][C:2]1[C:3]([O:12][C:10]([CH3:13])([CH3:11])[CH3:9])=[N:4][CH:5]=[CH:6][CH:7]=1 |f:1.2|. Procedure details: To a solution of 3-bromo-2-fluoropyridine (500 mg, 2.84 mmol) in anhydrous tetrahydrofuran (10 mL) under nitrogen was added potassium tert-butoxide (540 mg, 4.8 mmol) in portions over 30 minutes at 25° C., and stirring was continued for 4 hours at 25° C. The mixture was concentrated in vacuo and purified by silica gel flash chromatography eluting with dichloromethane/hexanes (50% to 100%) to give the title compound.